This data is from the Open Reaction Database (ORD), a public repository of structured organic reaction records. The task is: describe an organic reaction: reactants, conditions, products, and yield Starting materials: FC(C1=CC(=NC=C1)NC(OC(=C)C)=O)(F)F (Isopropenyl [4-(trifluoromethyl)pyridin-2-yl]carbamate), C1=CC(=CC(=C1)Cl)C(=O)OO (m-CPBA). Run in C(Cl)(Cl)Cl (CHCl3). Reaction conditions: time 8 hour. Product: [O-][N+]1=C(C=C(C=C1)C(F)(F)F)NC(OC(=C)C)=O (isopropenyl [1-oxido-4-(trifluoromethyl)pyridin-2-yl]carbamate). RXN SMILES: [F:1][C:2]([F:17])([F:16])[C:3]1[CH:8]=[CH:7][N:6]=[C:5]([NH:9][C:10](=[O:15])[O:11][C:12]([CH3:14])=[CH2:13])[CH:4]=1.C1C=C(Cl)C=C(C(OO)=[O:26])C=1>C(Cl)(Cl)Cl>[O-:26][N+:6]1[CH:7]=[CH:8][C:3]([C:2]([F:16])([F:1])[F:17])=[CH:4][C:5]=1[NH:9][C:10](=[O:15])[O:11][C:12]([CH3:14])=[CH2:13]. Reported procedure: Isopropenyl [4-(trifluoromethyl)pyridin-2-yl]carbamate (1.2 g, 5.0 mmol) was suspended in CHCl3 (20 mL) and treated with m-CPBA (841 mg, 5.0 mmol). The reaction was stirred at rt overnight. The reaction was quenched with satd. NaHCO3 and extracted with CHCl3. The organic layer was dried (MgSO4) and concentrated. The crude residue was purified over silica using CH2Cl2 as the eluting solvent. An amber oil was collected (620 mg, 47%); 1H-NMR (DMSO-d6) δ 10.2 (s, 1H), 8.56 (d, J=6.9 Hz, 1H), 8.25 (d... Starting materials: B, CC(C)Cc1ccc(C(C)C(=O)Cl)cc1, CC(C)=O, c1ccc(P(c2ccccc2)c2ccccc2)cc1. The product is CC(C)Cc1ccc(C(C)C=O)cc1. RXN SMILES: [BH3:35].[CH2:1]([CH:2]([CH3:3])[CH3:4])[c:5]1[cH:6][cH:7][c:8]([CH:11]([C:12](=[O:13])[Cl:14])[CH3:15])[cH:9][cH:10]1.[CH3:36][C:37](=[O:38])[CH3:39].[c:16]1([P:17]([c:18]2[cH:19][cH:20][cH:21][cH:22][cH:23]2)[c:24]2[cH:25][cH:26][cH:27][cH:28][cH:29]2)[cH:30][cH:31][cH:32][cH:33][cH:34]1>>[CH2:1]([CH:2]([CH3:3])[CH3:4])[c:5]1[cH:6][cH:7][c:8]([CH:11]([CH:12]=[O:13])[CH3:15])[cH:9][cH:10]1. The reactants are CCCc1nc2c(c(C)c(C)n3nnnc23)n1CCCS(=O)(=O)c1ccc(C(=O)OCC)cc1, CCO, [Na+], [OH-]. The product is CCCc1nc2c(c(C)c(C)n3nnnc23)n1CCCS(=O)(=O)c1ccc(C(=O)O)cc1. As a reaction SMILES: [CH2:1]([CH3:2])[O:3][C:4]([c:5]1[cH:6][cH:7][c:8]([S:11](=[O:12])(=[O:13])[CH2:14][CH2:15][CH2:16][n:17]2[c:18]([CH2:31][CH2:32][CH3:33])[n:19][c:20]3[c:21]4[n:22]([c:23]([CH3:27])[c:24]([CH3:26])[c:25]23)[n:28][n:29][n:30]4)[cH:9][cH:10]1)=[O:34].[CH3:37][CH2:38][OH:39].[Na+:36].[OH-:35]>>[O:3]=[C:4]([c:5]1[cH:6][cH:7][c:8]([S:11](=[O:12])(=[O:13])[CH2:14][CH2:15][CH2:16][n:17]2[c:18]([CH2:31][CH2:32][CH3:33])[n:19][c:20]3[c:21]4[n:22]([c:23]([CH3:27])[c:24]([CH3:26])[c:25]23)[n:28][n:29][n:30]4)[cH:9][cH:10]1)[OH:34].